Dataset: the Open Reaction Database (ORD), a public repository of structured organic reaction records. Task: describe an organic reaction: reactants, conditions, products, and yield Reactants: C(Cl)(Cl)Cl (chloroform), OC1=C(C=O)C(=CC(=C1)O)O (2,4,6-Trihydroxybenzaldehyde), BrCCCCCCCCCCCCCCCC (1-bromohexadecane), C(=O)([O-])[O-].[K+].[K+] (K2CO3). The solvent is CN(C)C=O (DMF). Reaction conditions: temperature 70 celsius, time 20 hour. The product is C(CCCCCCCCCCCCCCC)OC1=C(C=O)C(=CC(=C1)OCCCCCCCCCCCCCCCC)OCCCCCCCCCCCCCCCC (2,4,6-trihexadecyloxybenzaldehyde). The yield is 50.0%. RXN SMILES: O[C:2]1[CH:9]=[C:8]([OH:10])[CH:7]=[C:6]([OH:11])[C:3]=1[CH:4]=[O:5].Br[CH2:13][CH2:14][CH2:15][CH2:16][CH2:17][CH2:18][CH2:19][CH2:20][CH2:21][CH2:22][CH2:23][CH2:24][CH2:25][CH2:26][CH2:27][CH3:28].[C:29]([O-:32])([O-])=O.[K+].[K+].C(Cl)(Cl)Cl>CN(C=O)C>[CH2:13]([O:11][C:6]1[CH:7]=[C:8]([O:10][CH2:28][CH2:27][CH2:26][CH2:25][CH2:24][CH2:23][CH2:22][CH2:21][CH2:20][CH2:19][CH2:18][CH2:17][CH2:16][CH2:15][CH2:14][CH3:13])[CH:9]=[C:2]([O:32][CH2:29][CH2:27][CH2:26][CH2:25][CH2:24][CH2:23][CH2:22][CH2:21][CH2:20][CH2:19][CH2:18][CH2:17][CH2:16][CH2:15][CH2:14][CH3:13])[C:3]=1[CH:4]=[O:5])[CH2:14][CH2:15][CH2:16][CH2:17][CH2:18][CH2:19][CH2:20][CH2:21][CH2:22][CH2:23][CH2:24][CH2:25][CH2:26][CH2:27][CH3:28] |f:2.3.4|. Reported procedure: 2,4,6-Trihydroxybenzaldehyde (435 mg, 2.53 mmol), 1-bromohexadecane (4.58 g, 15.0 mmol), K2CO3 (1.04 g, 4.52 mmol) and KI (70 mg, 0.42 mmol) were mixed in DMF (15 ml), followed by stirring at 70° C. for 20 hours. The resulting reaction product was cooled to 20° C., and chloroform (100 ml) was added thereto to separate into an organic phase and an aqueous phase. The subsequent operations are the same as in Example 1, and therefore are omitted to describe. Thus, white solid 2,4,6-trihexadecyloxybe... The reactants are ClCCl, CN(C)C=O, CS(=O)(=O)c1ccc(C(CC2CCCC2)C(=O)O)cc1Cl, O=C(Cl)C(=O)Cl, CS(=O)(=O)Nc1ccc(N)nc1, C1CCOC1, c1ccncc1. Yields the product CS(=O)(=O)Nc1ccc(NC(=O)C(CC2CCCC2)c2ccc(S(C)(=O)=O)c(Cl)c2)nc1. As a reaction SMILES: [CH2:46]([Cl:47])[Cl:48].[CH3:54][N:55]([CH3:56])[CH:57]=[O:58].[Cl:1][c:2]1[cH:3][c:4]([CH:12]([C:13](=[O:14])[OH:15])[CH2:16][CH:17]2[CH2:18][CH2:19][CH2:20][CH2:21]2)[cH:5][cH:6][c:7]1[S:8](=[O:9])(=[O:10])[CH3:11].[Cl:22][C:23]([C:24]([Cl:25])=[O:26])=[O:27].[NH2:28][c:29]1[cH:30][cH:31][c:32]([NH:35][S:36](=[O:37])(=[O:38])[CH3:39])[cH:33][n:34]1.[O:49]1[CH2:50][CH2:51][CH2:52][CH2:53]1.[cH:40]1[cH:41][cH:42][n:43][cH:44][cH:45]1>>[Cl:1][c:2]1[cH:3][c:4]([CH:12]([C:13](=[O:15])[NH:28][c:29]2[cH:30][cH:31][c:32]([NH:35][S:36](=[O:37])(=[O:38])[CH3:39])[cH:33][n:34]2)[CH2:16][CH:17]2[CH2:18][CH2:19][CH2:20][CH2:21]2)[cH:5][cH:6][c:7]1[S:8](=[O:9])(=[O:10])[CH3:11]. Starting materials: CN(C)C=O, Clc1cc(Cl)c2nccn2n1, Nc1ccccn1. The product is Clc1cc(Nc2ccccn2)c2nccn2n1. RXN SMILES: [CH3:19][N:20]([CH3:21])[CH:22]=[O:23].[Cl:8][c:9]1[cH:10][c:11]([Cl:18])[c:12]2[n:13]([n:14]1)[cH:15][cH:16][n:17]2.[NH2:1][c:2]1[n:3][cH:4][cH:5][cH:6][cH:7]1>>[NH:1]([c:2]1[n:3][cH:4][cH:5][cH:6][cH:7]1)[c:11]1[cH:10][c:9]([Cl:8])[n:14][n:13]2[c:12]1[n:17][cH:16][cH:15]2. Reactants: CC(C)CCn1c(Cn2c(=O)n(C(C)C)c3ccccc32)nc2cc(Br)ccc21, CCCCC([Sn])=C(CCCC)CCCC, Cc1ccccc1, CCOC(C)=O, c1ccc(P(c2ccccc2)(c2ccccc2)[Pd](P(c2ccccc2)(c2ccccc2)c2ccccc2)(P(c2ccccc2)(c2ccccc2)c2ccccc2)P(c2ccccc2)(c2ccccc2)c2ccccc2)cc1. Product: C=Cc1ccc2c(c1)nc(Cn1c(=O)n(C(C)C)c3ccccc31)n2CCC(C)C. As a reaction SMILES: [Br:1][c:2]1[cH:3][c:4]2[c:5]([n:6]([CH2:23][CH2:24][CH:25]([CH3:26])[CH3:27])[c:7]([CH2:9][n:10]3[c:11](=[O:22])[n:12]([CH:19]([CH3:20])[CH3:21])[c:13]4[c:14]3[cH:15][cH:16][cH:17][cH:18]4)[n:8]2)[cH:28][cH:29]1.[CH2:30]([CH2:31][CH2:43][CH3:44])[C:32]([Sn:33])=[C:34]([CH2:35][CH2:36][CH2:37][CH3:38])[CH2:39][CH2:40][CH2:41][CH3:42].[CH3:45][c:46]1[cH:47][cH:48][cH:49][cH:50][cH:51]1.[CH3:52][CH2:53][O:54][C:55]([CH3:56])=[O:57].[cH:58]1[cH:59][cH:60][c:61]([P:62]([Pd:63]([P:64]([c:65]2[cH:66][cH:67][cH:68][cH:69][cH:70]2)([c:71]2[cH:72][cH:73][cH:74][cH:75][cH:76]2)[c:77]2[cH:78][cH:79][cH:80][cH:81][cH:82]2)([P:83]([c:84]2[cH:85][cH:86][cH:87][cH:88][cH:89]2)([c:90]2[cH:91][cH:92][cH:93][cH:94][cH:95]2)[c:96]2[cH:97][cH:98][cH:99][cH:100][cH:101]2)[P:102]([c:103]2[cH:104][cH:105][cH:106][cH:107][cH:108]2)([c:109]2[cH:110][cH:111][cH:112][cH:113][cH:114]2)[c:115]2[cH:116][cH:117][cH:118][cH:119][cH:120]2)([c:121]2[cH:122][cH:123][cH:124][cH:125][cH:126]2)[c:127]2[cH:128][cH:129][cH:130][cH:131][cH:132]2)[cH:133][cH:134]1>>[c:2]1([CH:30]=[CH2:31])[cH:3][c:4]2[c:5]([n:6]([CH2:23][CH2:24][CH:25]([CH3:26])[CH3:27])[c:7]([CH2:9][n:10]3[c:11](=[O:22])[n:12]([CH:19]([CH3:20])[CH3:21])[c:13]4[c:14]3[cH:15][cH:16][cH:17][cH:18]4)[n:8]2)[cH:28][cH:29]1. The reactants are NC1=C2C(=NC=N1)N(N=C2C2=CC(=C(C=C2)N=CC2=C(C=CC=C2)O)OC)[C@@H]2CC[C@H](CC2)N2CCN(CC2)C (trans-2-[(4-{4-amino-1-[4-(4-methylpiperazino)cyclohexyl]-1H-pyrazolo[3,4-d]pyrimidin-3-yl}-2-methoxyphenyl) imino]methylphenol), ice, [I-].C[S+](=O)(C)C (Trimethylsulfoxonium iodide), [H-].[Na+] (sodium hydride). Run in CS(=O)C (dimethylsulfoxide), CS(=O)C (dimethylsulfoxide). Run at time 10 minute. Yields the product C(C)(=O)O.C(C)(=O)O.O1C2=C(C(C1)NC1=C(C=C(C=C1)C1=NN(C3=NC=NC(=C31)N)[C@@H]3CC[C@H](CC3)N3CCN(CC3)C)OC)C=CC=C2 (trans-3-[4-(2,3-dihydrobenzo[b]furan-3-ylamino)-3-methoxyphenyl]-1-[4-(4-methylpiperazino)cyclohexyl]-1H-pyrazolo[3,4-d]pyrimidin-4-amine diacetate). Reaction SMILES: [I-].[CH3:2][S+](C)(C)=[O:4].[H-].[Na+].[NH2:9][C:10]1[N:15]=[CH:14][N:13]=[C:12]2[N:16]([C@H:36]3[CH2:41][CH2:40][C@H:39]([N:42]4[CH2:47][CH2:46][N:45]([CH3:48])[CH2:44][CH2:43]4)[CH2:38][CH2:37]3)[N:17]=[C:18]([C:19]3[CH:24]=[CH:23][C:22]([N:25]=[CH:26][C:27]4[CH:32]=[CH:31][CH:30]=[CH:29][C:28]=4[OH:33])=[C:21]([O:34][CH3:35])[CH:20]=3)[C:11]=12>CS(C)=O>[C:28]([OH:33])(=[O:4])[CH3:29].[C:28]([OH:33])(=[O:4])[CH3:29].[O:33]1[CH2:2][CH:26]([NH:25][C:22]2[CH:23]=[CH:24][C:19]([C:18]3[C:11]4[C:12](=[N:13][CH:14]=[N:15][C:10]=4[NH2:9])[N:16]([C@H:36]4[CH2:37][CH2:38][C@H:39]([N:42]5[CH2:43][CH2:44][N:45]([CH3:48])[CH2:46][CH2:47]5)[CH2:40][CH2:41]4)[N:17]=3)=[CH:20][C:21]=2[O:34][CH3:35])[C:27]2[CH:32]=[CH:31][CH:30]=[CH:29][C:28]1=2 |f:0.1,2.3,6.7.8|. Reported procedure: Salicylaldehyde (0.034 g, 0.000282 mol) and trans-3-(4-amino-3-methoxyphenyl)-1-[4-(4-methylpiperazino)cyclohexyl]-1H-pyrazolo[3,4-d]pyrimidin-4-amine (0.117 g, 0.000268 mol) were combined in absolute ethanol and stirred at ambient temperature for 48 hours. The reaction mixture was concentrated under reduced pressure and the residue dried overnight to yield trans-2-[(4-{4-amino-1-[4-(4-methylpiperazino)cyclohexyl]-1H-pyrazolo[3,4-d]pyrimidin-3-yl}-2-methoxyphenyl)imino]methylphenol which was use... Reactants: CC(C)O, CCOC(=O)c1cnc(N2CCc3ccccc32)nc1Cl, NCc1ccc(F)cc1, [Na+], [Na+], O=C([O-])[O-], O. Product: CCOC(=O)c1cnc(N2CCc3ccccc32)nc1NCc1ccc(F)cc1. RXN SMILES: [CH:38]([OH:39])([CH3:40])[CH3:41].[Cl:1][c:2]1[n:3][c:4]([N:13]2[CH2:14][CH2:15][c:16]3[cH:17][cH:18][cH:19][cH:20][c:21]32)[n:5][cH:6][c:7]1[C:8](=[O:9])[O:10][CH2:11][CH3:12].[F:28][c:29]1[cH:30][cH:31][c:32]([CH2:33][NH2:34])[cH:35][cH:36]1.[Na+:22].[Na+:23].[O-:24][C:25](=[O:26])[O-:27].[OH2:37]>>[c:2]1([NH:34][CH2:33][c:32]2[cH:31][cH:30][c:29]([F:28])[cH:36][cH:35]2)[n:3][c:4]([N:13]2[CH2:14][CH2:15][c:16]3[cH:17][cH:18][cH:19][cH:20][c:21]32)[n:5][cH:6][c:7]1[C:8](=[O:9])[O:10][CH2:11][CH3:12]. Starting materials: COC(=O)Cn1c(C)c(Cc2sccc2S(=O)(=O)c2ccccc2)c2cc(F)ccc21, [Li+], C1CCOC1, [OH-]. Yields the product Cc1c(Cc2sccc2S(=O)(=O)c2ccccc2)c2cc(F)ccc2n1CC(=O)O. RXN SMILES: [CH3:1][O:2][C:3]([CH2:4][n:5]1[c:6]([CH3:30])[c:7]([CH2:15][c:16]2[s:17][cH:18][cH:19][c:20]2[S:21](=[O:22])(=[O:23])[c:24]2[cH:25][cH:26][cH:27][cH:28][cH:29]2)[c:8]2[cH:9][c:10]([F:14])[cH:11][cH:12][c:13]12)=[O:31].[Li+:32].[O:34]1[CH2:35][CH2:36][CH2:37][CH2:38]1.[OH-:33]>>[O:2]=[C:3]([CH2:4][n:5]1[c:6]([CH3:30])[c:7]([CH2:15][c:16]2[s:17][cH:18][cH:19][c:20]2[S:21](=[O:22])(=[O:23])[c:24]2[cH:25][cH:26][cH:27][cH:28][cH:29]2)[c:8]2[cH:9][c:10]([F:14])[cH:11][cH:12][c:13]12)[OH:31]. The reactants are O=C([O-])[O-], C=CCBr, CC(C)=O, [I-], [K+], [K+], [K+], CC(O)C(=O)c1ccccc1. The product is C=CCOC(C)C(=O)c1ccccc1. Reaction SMILES: [C:16](=[O:17])([O-:18])[O-:19].[CH2:12]([CH:13]=[CH2:14])[Br:15].[CH3:24][C:25](=[O:26])[CH3:27].[I-:23].[K+:20].[K+:21].[K+:22].[OH:1][CH:2]([C:3](=[O:4])[c:5]1[cH:6][cH:7][cH:8][cH:9][cH:10]1)[CH3:11]>>[O:1]([CH:2]([C:3](=[O:4])[c:5]1[cH:6][cH:7][cH:8][cH:9][cH:10]1)[CH3:11])[CH2:14][CH:13]=[CH2:12].